Dataset: the Open Reaction Database (ORD), a public repository of structured organic reaction records. Task: describe an organic reaction: reactants, conditions, products, and yield Starting materials: C1COCCN1, CCOCCOCC, CCOC(C)=O, CCO, Cc1cc(Cl)c(Cl)cc1[N+](=O)[O-]. The product is Cc1cc(N2CCOCC2)c(Cl)cc1[N+](=O)[O-]. Reaction SMILES: [CH2:13]1[CH2:14][O:15][CH2:16][CH2:17][NH:18]1.[CH2:19]([O:20][CH2:21][CH2:22][O:23][CH2:24][CH3:25])[CH3:26].[CH3:27][CH2:28][O:29][C:30]([CH3:31])=[O:32].[CH3:33][CH2:34][OH:35].[Cl:1][c:2]1[c:3]([Cl:12])[cH:4][c:5]([CH3:11])[c:6]([N+:8](=[O:9])[O-:10])[cH:7]1>>[Cl:1][c:2]1[c:3]([N:18]2[CH2:13][CH2:14][O:15][CH2:16][CH2:17]2)[cH:4][c:5]([CH3:11])[c:6]([N+:8](=[O:9])[O-:10])[cH:7]1.